This data is from the Open Reaction Database (ORD), a public repository of structured organic reaction records. The task is: describe an organic reaction: reactants, conditions, products, and yield Starting materials: C(C1=CC=CC=C1)(=O)N1C(OC(C1)COC1=CC=C(C(=O)OCC2=CC=CC=C2)C=C1)=O (benzyl 4-(3-benzoyl-2-oxooxazolidin-5-yl)methoxybenzoate), CC1=CC=C(C=C1)S(=O)(=O)N1C(OC(C1)COC1=CC=C(C(=O)OCC2=CC=CC=C2)C=C1)=O (benzyl 4-[3-(4-methylbenzenesulfonyl)-2-oxooxazolidin-5-yl]methoxybenzoate), CC1=CC=C(C=C1)S(=O)(=O)N1C(OC(C1)COC1=CC=C(C(=O)OCC2=CC=CC=C2)C=C1)=O (benzyl 4-[3-(4-methylbenzenesulfonyl)-2-oxooxazolidin-5-yl]methoxybenzoate). The product is CC1=CC=C(C=C1)S(=O)(=O)N1C(OC(C1)COC1=CC=C(C(=O)O)C=C1)=O (4-[3-(4-methylbenzenesulfonyl)-2-oxooxazolidin-5-yl]methoxybenzoic acid), compound 135. Yield: 62.0%. RXN SMILES: [CH3:1][C:2]1[CH:7]=[CH:6][C:5]([S:8]([N:11]2[CH2:15][CH:14]([CH2:16][O:17][C:18]3[CH:33]=[CH:32][C:21]([C:22]([O:24]CC4C=CC=CC=4)=[O:23])=[CH:20][CH:19]=3)[O:13][C:12]2=[O:34])(=[O:10])=[O:9])=[CH:4][CH:3]=1.C(N1CC(COC2C=CC(C(OCC3C=CC=CC=3)=O)=CC=2)OC1=O)(=O)C1C=CC=CC=1>>[CH3:1][C:2]1[CH:7]=[CH:6][C:5]([S:8]([N:11]2[CH2:15][CH:14]([CH2:16][O:17][C:18]3[CH:19]=[CH:20][C:21]([C:22]([OH:24])=[O:23])=[CH:32][CH:33]=3)[O:13][C:12]2=[O:34])(=[O:9])=[O:10])=[CH:4][CH:3]=1. Procedure details: The same procedure of Example 13 was repeated except that benzyl 4-[3-(4-methylbenzenesulfonyl)-2-oxooxazolidin-5-yl]methoxybenzoate (compound 123) obtained in Example 5 was used in lieu of benzyl 4-(3-benzoyl-2-oxooxazolidin-5-yl)methoxybenzoate to give the title compound (compound 135) in a yield of 62%. The reactants are C(CC=C)C1=C(C=O)C=CC=C1 (2-(but-3-en-1-yl)benzaldehyde), [BH4-].[Na+] (NaBH4). Run in CO (MeOH). Conditions: time 1 hour. Yields the product C(CC=C)C1=C(C=CC=C1)CO ((2-(but-3-en-1-yl)phenyl)methanol). The yield is 63.2%. RXN SMILES: [CH2:1]([C:5]1[CH:12]=[CH:11][CH:10]=[CH:9][C:6]=1[CH:7]=[O:8])[CH2:2][CH:3]=[CH2:4].[BH4-].[Na+]>CO>[CH2:1]([C:5]1[CH:12]=[CH:11][CH:10]=[CH:9][C:6]=1[CH2:7][OH:8])[CH2:2][CH:3]=[CH2:4] |f:1.2|. Reported procedure: A mixture of 2-(but-3-en-1-yl)benzaldehyde (500 mg, 3.12 mmol) in MeOH (10 mL) was added NaBH4(118 mg, 3.12 mmol) and the mixture was stirred at rt for 1 h. It was then added water, extracted with EtOAc. The organic was dried over MgSO4, filtered and concentrated to obtain an oil, which was then purified by biotage, eluting with 10% EtOAc/hexane to obtain (2-(but-3-en-1-yl)phenyl)methanol (320 mg, 1.973 mmol, 63.2% yield) as a clear oil. 1H NMR (400 MHz, CDCl3) δ 7.44-7.37 (m, 1H), 7.33-7.21 (m,...